This data is from the Open Reaction Database (ORD), a public repository of structured organic reaction records. The task is: describe an organic reaction: reactants, conditions, products, and yield The reactants are P(=O)(Cl)(Cl)Cl (phosphoryl chloride), [N+]1(=CC=NC2=C3C(=C4C(=C12)C=CC=C4)C=CC=C3)[O-] (dibenzo[f,h]quinoxaline-1-oxide), C([O-])([O-])=O.[K+].[K+] (potassium carbonate). Solvent: O (water). The product is ClC1=NC2=C3C(=C4C(=C2N=C1)C=CC=C4)C=CC=C3 (2-Chloro-Dibenzo[f,h]Quinoxaline). Isolated yield 93.0%. RXN SMILES: P(Cl)(Cl)([Cl:3])=O.[N+:6]1([O-])[C:15]2[C:10](=[C:11]3[CH:23]=[CH:22][CH:21]=[CH:20][C:12]3=[C:13]3[CH:19]=[CH:18][CH:17]=[CH:16][C:14]3=2)[N:9]=[CH:8][CH:7]=1.C(=O)([O-])[O-].[K+].[K+]>O>[Cl:3][C:7]1[CH:8]=[N:9][C:10]2[C:15](=[C:14]3[CH:16]=[CH:17][CH:18]=[CH:19][C:13]3=[C:12]3[CH:20]=[CH:21][CH:22]=[CH:23][C:11]3=2)[N:6]=1 |f:2.3.4|. Procedure details: Next, 18 mL of phosphoryl chloride was dripped into 2.91 g of dibenzo[f,h]quinoxaline-1-oxide obtained in the above Step 1. This mixed solution was stirred while being heated under reflux for 1 hour. This mixed solution was poured into iced water, followed by addition of potassium carbonate so that the mixture was alkaline. This solution was filtered, and the obtained residue was washed with water and then methanol to give the object of the synthesis (as a pale yellow powder in a yield of 93%). ... Reactants: C(C)(C)(C)OC(=O)N1C(CN(CC1)C(C1=CC(=C(C(=C1)OC)OC)OC)=O)C(=O)OC (methyl 1-tert-butoxycarbonyl-4-(3,4,5-trimethoxybenzoyl)piperazine-2-carboxylate), [BH4-].[Na+] (sodium borohydride), O1CCCC1 (tetrahydrofuran), CO (Methanol). The solvent is O (water). Reaction conditions: time 30 minute. Yields the product C(C)(C)(C)OC(=O)N1C(CN(CC1)C(C1=CC(=C(C(=C1)OC)OC)OC)=O)CO (1-tert-butoxycarbonyl-4-(3,4,5-trimethoxybenzoyl)piperazine-2-methanol). Isolated yield 70.4%. RXN SMILES: CO.[C:3]([O:7][C:8]([N:10]1[CH2:15][CH2:14][N:13]([C:16](=[O:29])[C:17]2[CH:22]=[C:21]([O:23][CH3:24])[C:20]([O:25][CH3:26])=[C:19]([O:27][CH3:28])[CH:18]=2)[CH2:12][CH:11]1[C:30](OC)=[O:31])=[O:9])([CH3:6])([CH3:5])[CH3:4].[BH4-].[Na+].O1CCCC1>O>[C:3]([O:7][C:8]([N:10]1[CH2:15][CH2:14][N:13]([C:16](=[O:29])[C:17]2[CH:22]=[C:21]([O:23][CH3:24])[C:20]([O:25][CH3:26])=[C:19]([O:27][CH3:28])[CH:18]=2)[CH2:12][CH:11]1[CH2:30][OH:31])=[O:9])([CH3:5])([CH3:6])[CH3:4] |f:2.3|. Procedure details: Methanol (6 ml) is added dropwise taking 30 minutes under reflux by heating, while stirring, to a mixture of methyl 1-tert-butoxycarbonyl-4-(3,4,5-trimethoxybenzoyl)piperazine-2-carboxylate (6.3 g), sodium borohydride (1.64 g) and tetrahydrofuran (80 ml). The reaction mixture is poured into water, followed by extraction with ethyl acetate. The organic layer is washed with water and dried, then the solvent is distilled off. Crystals obtained from the residue are recrystallized from ethyl acetate-...